This data is from the Open Reaction Database (ORD), a public repository of structured organic reaction records. The task is: describe an organic reaction: reactants, conditions, products, and yield The reactants are CC1=NOC(=C1CN1N=CC(=C1)N1C(NCC1=O)=O)C (3-(1-((3,5-dimethylisoxazol-4-yl)methyl)-1H-pyrazol-4-yl)imidazolidine-2,4-dione), FC1=C(CCBr)C=CC=C1 (2-fluorophenethyl bromide). Product: CC1=NOC(=C1CN1N=CC(=C1)N1C(N(CC1=O)CCC1=C(C=CC=C1)F)=O)C (3-(1-((3,5-dimethylisoxazol-4-yl)methyl)-1H-pyrazol-4-yl)-1-(2-fluorophenethyl)imidazolidine-2,4-dione). Yield: 24.0%. Reaction SMILES: [CH3:1][C:2]1[C:6]([CH2:7][N:8]2[CH:12]=[C:11]([N:13]3[C:17](=[O:18])[CH2:16][NH:15][C:14]3=[O:19])[CH:10]=[N:9]2)=[C:5]([CH3:20])[O:4][N:3]=1.[F:21][C:22]1[CH:30]=[CH:29][CH:28]=[CH:27][C:23]=1[CH2:24][CH2:25]Br>>[CH3:1][C:2]1[C:6]([CH2:7][N:8]2[CH:12]=[C:11]([N:13]3[C:17](=[O:18])[CH2:16][N:15]([CH2:25][CH2:24][C:23]4[CH:27]=[CH:28][CH:29]=[CH:30][C:22]=4[F:21])[C:14]3=[O:19])[CH:10]=[N:9]2)=[C:5]([CH3:20])[O:4][N:3]=1. Procedure details: Prepared as in example 10-52 from 3-(1-((3,5-dimethylisoxazol-4-yl)methyl)-1H-pyrazol-4-yl)imidazolidine-2,4-dione (example 10-1) and 2-fluorophenethyl bromide. Yield: 24%. MS M+H calculated 398.16; found 398.1. The title compound was shown to inhibit hT2R08 bitter receptor and had an IC50 of 0.13 μM. Reactants: C(C)(C)C1=CC(OC2=CC(=C(C=C12)C(C)=O)OC)(C)C (1-(4-isopropyl-7-methoxy-2,2-dimethyl-2H-chromen-6-yl)-ethanone), C(C)(C)C1=CC(OC2=CC(=C(C=C12)C(C)=O)OC)(C)C (1-(4-isopropyl-7-methoxy-2,2-dimethyl-2H-chromen-6-yl)-ethanone), B(Br)(Br)Br (boron tribromide). Solvent: ClCCl (dichloromethane). Yields the product OC1=C(C=C2C(=CC(OC2=C1)(C)C)C(C)C)C(C)=O (1-(7-Hydroxy-4-isopropyl-2,2-dimethyl-2H-chromen-6-yl)-ethanone). Reaction SMILES: [CH:1]([C:4]1[C:13]2[C:8](=[CH:9][C:10]([O:17]C)=[C:11]([C:14](=[O:16])[CH3:15])[CH:12]=2)[O:7][C:6]([CH3:20])([CH3:19])[CH:5]=1)([CH3:3])[CH3:2].B(Br)(Br)Br>ClCCl>[OH:17][C:10]1[CH:9]=[C:8]2[C:13]([C:4]([CH:1]([CH3:2])[CH3:3])=[CH:5][C:6]([CH3:20])([CH3:19])[O:7]2)=[CH:12][C:11]=1[C:14](=[O:16])[CH3:15]. Reported procedure: As described in General Procedure J, a solution of 1-(4-isopropyl-7-methoxy-2,2-dimethyl-2H-chromen-6-yl)-ethanone (Compound 54, 752 mg, 2.43 mmol) in dichloromethane was treated with boron tribromide (1M in dichloromethane, 3.64 mL, 3.64 mmol) to afford the title compound as a bright yellow oil. The reactants are C(C)OC(=O)N1C(C2(C(NC(CC2C2=CC(=CC=C2)Cl)=O)C2=C(C(=CC=C2)F)C)C2=CC=C(C=C12)Cl)=O (racemic (2′R,3R,4′S)-6-chloro-4′-(3-chlorophenyl)-2′-(3-fluoro-2-methyl-phenyl)-2,3-dihydro-2,6′-dioxospiro[indole-3,3′-piperidine]-1-carboxylic acid ethyl ester), [OH-].[Na+] (NaOH). Run in CO (methanol). The product is ClC1=CC=C2C(=C1)NC(C21C(NC(CC1C1=CC(=CC=C1)Cl)=O)C1=C(C(=CC=C1)F)C)=O (racemic (2′R,3R,4′S)-6-chloro-4′-(3-chlorophenyl)-2′-(3-fluoro-2-methyl-phenyl)spiro[3H-indole-3,3′-piperidine]-2,6′(1H)-dione). Isolated yield 81.9%. RXN SMILES: C(OC([N:6]1[C:35]2[C:30](=[CH:31][CH:32]=[C:33]([Cl:36])[CH:34]=2)[C:8]2([CH:13]([C:14]3[CH:19]=[CH:18][CH:17]=[C:16]([Cl:20])[CH:15]=3)[CH2:12][C:11](=[O:21])[NH:10][CH:9]2[C:22]2[CH:27]=[CH:26][CH:25]=[C:24]([F:28])[C:23]=2[CH3:29])[C:7]1=[O:37])=O)C.[OH-].[Na+]>CO>[Cl:36][C:33]1[CH:34]=[C:35]2[NH:6][C:7](=[O:37])[C:8]3([CH:13]([C:14]4[CH:19]=[CH:18][CH:17]=[C:16]([Cl:20])[CH:15]=4)[CH2:12][C:11](=[O:21])[NH:10][CH:9]3[C:22]3[CH:27]=[CH:26][CH:25]=[C:24]([F:28])[C:23]=3[CH3:29])[C:30]2=[CH:31][CH:32]=1 |f:1.2|. Procedure: In a manner similar to the method described in example 4d, racemic (2′R,3R,4′S)-6-chloro-4′-(3-chlorophenyl)-2′-(3-fluoro-2-methyl-phenyl)-2,3-dihydro-2,6′-dioxospiro[indole-3,3′-piperidine]-1-carboxylic acid ethyl ester (0.35 g, 0.65 mmol) was reacted with NaOH (2N, 5 mL, 10 mmol) in methanol to give racemic (2′R,3R,4′S)-6-chloro-4′-(3-chlorophenyl)-2′-(3-fluoro-2-methyl-phenyl)spiro[3H-indole-3,3′-piperidine]-2,6′(1H)-dione as a white solid (Yield 0.25 g, 83%). Starting materials: resultant mixture, C(C1=CC=CC=C1)N1C(=NC2=C1C=C(C=C2)F)[C@H](C)N ((S)-1-(1-benzyl-6-fluoro-1H-benzoimidazol-2-yl)ethylamine), ClC1=C2N=CN(C2=NC=N1)C1OCCCC1 (6-chloro-9-(tetrahydropyran-2-yl)-9H-purine), CCN(C(C)C)C(C)C (DIPEA). The solvent is CC(C)O (IPA). Conditions: temperature 90 celsius. Product: C(C1=CC=CC=C1)N1C(=NC2=C1C=C(C=C2)F)[C@H](C)NC2=C1N=CNC1=NC=N2 (N-[(1S)-1-(1-benzyl-6-fluoro-benzimidazol-2-yl)ethyl]-9H-purin-6-amine). Isolated yield 30.1%. Reaction SMILES: [CH2:1]([N:8]1[C:12]2[CH:13]=[C:14]([F:17])[CH:15]=[CH:16][C:11]=2[N:10]=[C:9]1[C@@H:18]([NH2:20])[CH3:19])[C:2]1[CH:7]=[CH:6][CH:5]=[CH:4][CH:3]=1.Cl[C:22]1[N:30]=[CH:29][N:28]=[C:27]2[C:23]=1[N:24]=[CH:25][N:26]2C1CCCCO1.CCN(C(C)C)C(C)C>CC(O)C>[CH2:1]([N:8]1[C:12]2[CH:13]=[C:14]([F:17])[CH:15]=[CH:16][C:11]=2[N:10]=[C:9]1[C@@H:18]([NH:20][C:22]1[N:30]=[CH:29][N:28]=[C:27]2[C:23]=1[N:24]=[CH:25][NH:26]2)[CH3:19])[C:2]1[CH:3]=[CH:4][CH:5]=[CH:6][CH:7]=1. Reported procedure: A mixture of (S)-1-(1-benzyl-6-fluoro-1H-benzoimidazol-2-yl)ethylamine (322 mg, 1.20 mmol), 6-chloro-9-(tetrahydropyran-2-yl)-9H-purine (286 mg, 1.20 mmol) and DIPEA (1.07 mL, 5.98 mmol) in IPA (5 mL) was heated at 90° C. in a sealed vial overnight. The resultant mixture was allowed to cool to RT and then concentrated in vacuo. The residue was passed down an Isolute® SCX-2 cartridge, eluting with DCM, MeOH and 2M NH3 in MeOH solution to afford a pale red gum. This was purified by column chromato... The reactants are [C-]#N, CC1(C)C2CNCC21, CC1(C)C2CNC(S(=O)(=O)[O-])C21, [K+], [K+], [K+], [Na+], [Na+], [OH-], O=P([O-])([O-])[O-]. Product: CC1(C)C2CNC(C#N)C21. Reaction SMILES: [C-:19]#[N:20].[CH3:1][C:2]1([CH3:8])[CH:3]2[CH2:4][NH:5][CH2:6][CH:7]12.[CH3:22][C:23]1([CH3:24])[CH:27]2[CH:28]1[CH2:25][NH:26][CH:29]2[S:30]([O-:31])(=[O:32])=[O:33].[K+:16].[K+:17].[K+:18].[Na+:10].[Na+:21].[OH-:9].[P:11]([O-:12])([O-:13])([O-:14])=[O:15]>>[CH3:1][C:2]1([CH3:8])[CH:3]2[CH2:4][NH:5][CH:6]([C:25]#[N:26])[CH:7]12. Product: O=C(c1cc2ccc(C(F)(F)F)cc2s1)N1CC(N2CCN(c3ncccn3)CC2)C1. The reactants are Brc1ncccn1, C1CCOC1, [K+], [K+], O=C(c1cc2ccc(C(F)(F)F)cc2s1)N1CC(N2CCNCC2)C1, O=C([O-])[O-], O. Reaction SMILES: [Br:26][c:27]1[n:28][cH:29][cH:30][cH:31][n:32]1.[CH2:39]1[O:40][CH2:41][CH2:42][CH2:43]1.[K+:33].[K+:34].[N:1]1([CH:7]2[CH2:8][N:9]([C:11](=[O:12])[c:13]3[cH:14][c:15]4[c:16]([s:17]3)[cH:18][c:19]([C:22]([F:23])([F:24])[F:25])[cH:20][cH:21]4)[CH2:10]2)[CH2:2][CH2:3][NH:4][CH2:5][CH2:6]1.[O-:35][C:36]([O-:37])=[O:38].[OH2:44]>>[N:1]1([CH:7]2[CH2:8][N:9]([C:11](=[O:12])[c:13]3[cH:14][c:15]4[c:16]([s:17]3)[cH:18][c:19]([C:22]([F:23])([F:24])[F:25])[cH:20][cH:21]4)[CH2:10]2)[CH2:2][CH2:3][N:4]([c:27]2[n:28][cH:29][cH:30][cH:31][n:32]2)[CH2:5][CH2:6]1.